From a dataset of the Open Reaction Database (ORD), a public repository of structured organic reaction records. describe an organic reaction: reactants, conditions, products, and yield Reactants: CC=1N(C(=CC1)C)C=1C=C(C=C(C1)C(F)(F)F)N1CCN(CC1)C (1-[3-(2,5-dimethyl-1H-pyrrol-1-yl)-5-(trifluoromethyl)phenyl]-4-methylpiperazine), [OH-].[K+] (potassium hydroxide), Cl.NO (hydroxylamine hydrochloride). The solvent is CCO (EtOH), O (water). Product: CN1CCN(CC1)C=1C=C(N)C=C(C1)C(F)(F)F (3-(4-methylpiperazin-1-yl)-5-(trifluoromethyl)aniline). The yield is 73.3%. RXN SMILES: CC1[N:3]([C:8]2[CH:9]=[C:10]([N:18]3[CH2:23][CH2:22][N:21]([CH3:24])[CH2:20][CH2:19]3)[CH:11]=[C:12]([C:14]([F:17])([F:16])[F:15])[CH:13]=2)C(C)=CC=1.[OH-].[K+].Cl.NO>CCO.O>[CH3:24][N:21]1[CH2:20][CH2:19][N:18]([C:10]2[CH:9]=[C:8]([CH:13]=[C:12]([C:14]([F:17])([F:15])[F:16])[CH:11]=2)[NH2:3])[CH2:23][CH2:22]1 |f:1.2,3.4|. Reported procedure: To a mixture of 1-[3-(2,5-dimethyl-1H-pyrrol-1-yl)-5-(trifluoromethyl)phenyl]-4-methylpiperazine (440 mg, 1.3 mmol) and potassium hydroxide (1.46 g, 26. mmol) in EtOH (10 mL) and water (3 mL) was added hydroxylamine hydrochloride (2.72 g, 39 mmol. The reaction mixture was heated at reflux overnight. The reaction mixture was then concentrated and the residue was dissolved in water and EtOAc. The reaction mixture was extracted with EtOAc. The organic solutions were combined, washed with brine, dri... The reactants are O=C([O-])[O-], COc1cnc(Cl)c(C(N)=O)c1, ClCCl, O=S(=O)(OS(=O)(=O)C(F)(F)F)C(F)(F)F, [Na+], [Na+], O=P(c1ccccc1)(c1ccccc1)c1ccccc1. Product: COc1cnc(Cl)c(C#N)c1. As a reaction SMILES: [C:48](=[O:49])([O-:50])[O-:51].[Cl:36][c:37]1[c:38]([C:39](=[O:40])[NH2:41])[cH:42][c:43]([O:46][CH3:47])[cH:44][n:45]1.[Cl:54][CH2:55][Cl:56].[F:21][C:22]([S:23]([O:24][S:25]([C:26]([F:27])([F:28])[F:29])(=[O:30])=[O:31])(=[O:32])=[O:33])([F:34])[F:35].[Na+:52].[Na+:53].[c:1]1([P:2](=[O:3])([c:4]2[cH:5][cH:6][cH:7][cH:8][cH:9]2)[c:10]2[cH:11][cH:12][cH:13][cH:14][cH:15]2)[cH:16][cH:17][cH:18][cH:19][cH:20]1>>[Cl:36][c:37]1[c:38]([C:39]#[N:41])[cH:42][c:43]([O:46][CH3:47])[cH:44][n:45]1. Starting materials: ClC1=C2C(C(=CN(C2=CC(=C1OCC1=CC=C(C=C1)OC)OCC1=CC=C(C=C1)OC)C1CC1)CN1CCCC1)=O (5-chloro-1-cyclopropyl-6,7-bis((4-methoxybenzyl)oxy)-3-(pyrrolidin-1-ylmethyl)quinolin-4(1H)-one), 54a-54g, CN (methanamine). Yields the product ClC1=C2C(C(=CN(C2=CC(=C1OCC1=CC=C(C=C1)OC)OCC1=CC=C(C=C1)OC)C)CN1CCCC1)=O (5-Chloro-6,7-bis((4-methoxybenzyl)oxy)-1-methyl-3-(pyrrolidin-1-ylmethyl)quinolin-4(1H)-one). Reaction SMILES: [Cl:1][C:2]1[C:11]([O:12][CH2:13][C:14]2[CH:19]=[CH:18][C:17]([O:20][CH3:21])=[CH:16][CH:15]=2)=[C:10]([O:22][CH2:23][C:24]2[CH:29]=[CH:28][C:27]([O:30][CH3:31])=[CH:26][CH:25]=2)[CH:9]=[C:8]2[C:3]=1[C:4](=[O:41])[C:5]([CH2:35][N:36]1[CH2:40][CH2:39][CH2:38][CH2:37]1)=[CH:6][N:7]2[CH:32]1CC1.CN>>[Cl:1][C:2]1[C:11]([O:12][CH2:13][C:14]2[CH:15]=[CH:16][C:17]([O:20][CH3:21])=[CH:18][CH:19]=2)=[C:10]([O:22][CH2:23][C:24]2[CH:29]=[CH:28][C:27]([O:30][CH3:31])=[CH:26][CH:25]=2)[CH:9]=[C:8]2[C:3]=1[C:4](=[O:41])[C:5]([CH2:35][N:36]1[CH2:40][CH2:39][CH2:38][CH2:37]1)=[CH:6][N:7]2[CH3:32]. Procedure: This compound was prepared according to the procedures for the preparation of 5-chloro-1-cyclopropyl-6,7-bis((4-methoxybenzyl)oxy)-3-(pyrrolidin-1-ylmethyl)quinolin-4(1H)-one as described in Examples 50a-50b and 54a-54g, utilizing methanamine in place of cyclopropanamine in Example 50a. LCMS: (M+H)+: 549.3. Starting materials: C(C)OC(C1=CC=C(C=C1)NC=1C=C2C(OC(C2=CC1)(C)C)(C)C)=O (4-[(1,1,3,3-tetramethyl-1,3-dihydro-isobenzofuran-5-yl)-amino]-benzoic acid ethyl ester), C(C)OC(C1=CC=C(C=C1)NC=1C=C2C(OC(C2=CC1)(C)C)(C)C)=O (4-[(1,1,3,3-tetramethyl-1,3-dihydro-isobenzofuran-5-yl)-amino]-benzoic acid ethyl ester), C(#N)[BH3-].[Na+] (sodiumcyanoborohydride), C(#N)[BH3-].[Na+] (sodiumcyanoborohydride), CC(=O)C (acetone), S(O)(O)(=O)=O (sulfuric acid), S(O)(O)(=O)=O (sulfuric acid). Run in C(C)(=O)O (acetic acid), C(C)(=O)OCC (ethyl acetate). Run at time 3 day. Product: C(C)OC(C1=CC=C(C=C1)N(C=1C=C2C(OC(C2=CC1)(C)C)(C)C)C(C)C)=O (4-[i-Propyl-(1,1,3,3-tetramethyl-1,3-dihydro-isobenzofuran-5-yl)-amino]-benzoic acid ethyl ester). Yield: 10.0%. RXN SMILES: [CH2:1]([O:3][C:4](=[O:25])[C:5]1[CH:10]=[CH:9][C:8]([NH:11][C:12]2[CH:13]=[C:14]3[C:18](=[CH:19][CH:20]=2)[C:17]([CH3:22])([CH3:21])[O:16][C:15]3([CH3:24])[CH3:23])=[CH:7][CH:6]=1)[CH3:2].C([BH3-])#N.[Na+].S(=O)(=O)(O)O.[CH3:35][C:36]([CH3:38])=O>C(O)(=O)C.C(OCC)(=O)C>[CH2:1]([O:3][C:4](=[O:25])[C:5]1[CH:6]=[CH:7][C:8]([N:11]([CH:36]([CH3:38])[CH3:35])[C:12]2[CH:13]=[C:14]3[C:18](=[CH:19][CH:20]=2)[C:17]([CH3:22])([CH3:21])[O:16][C:15]3([CH3:24])[CH3:23])=[CH:9][CH:10]=1)[CH3:2] |f:1.2|. Procedure: To a solution of 4-[(1,1,3,3-tetramethyl-1,3-dihydro-isobenzofuran-5-yl)-amino]-benzoic acid ethyl ester (Compound 79, 0.1 g, 0.32 mmol) and sodiumcyanoborohydride (0.12 g, 1.92 mmol) in 2 mL of acetone and 2 mL of acetic acid, sodiumcyanoborohydride (0.1 g, 1.58 mmol) was added followed by a drop of sulfuric acid. After half an hour at room temperature, another drop of sulfuric acid was added and the reaction mixture was stirred at room temperature for 3 days. The reaction mixture was taken up ... Starting materials: Br, COC(=O)c1ccc(C=C2CCN(C(=O)OC(C)(C)C)CC2)cc1, CN1CCOCC1, CN(C)C=O, CCO, CCOC(=O)Cl, Cl, N#Cc1cccc(OCCN)c1, [Na+], [OH-], O. Product: CC(C)(C)OC(=O)N1CCC(=Cc2ccc(C(=O)NCCOc3cccc(C#N)c3)cc2)CC1. Reaction SMILES: [BrH:41].[C:3]([CH3:4])([CH3:5])([CH3:6])[O:7][C:8](=[O:9])[N:10]1[CH2:11][CH2:12][C:13](=[CH:16][c:17]2[cH:18][cH:19][c:20]([C:21](=[O:22])[O:23][CH3:24])[cH:25][cH:26]2)[CH2:14][CH2:15]1.[CH3:28][N:29]1[CH2:30][CH2:31][O:32][CH2:33][CH2:34]1.[CH3:55][N:56]([CH3:57])[CH:58]=[O:59].[CH3:60][CH2:61][OH:62].[Cl:35][C:36]([O:37][CH2:38][CH3:39])=[O:40].[ClH:27].[NH2:42][CH2:43][CH2:44][O:45][c:46]1[cH:47][c:48]([C:49]#[N:50])[cH:51][cH:52][cH:53]1.[Na+:2].[OH-:1].[OH2:54]>>[C:3]([CH3:4])([CH3:5])([CH3:6])[O:7][C:8](=[O:9])[N:10]1[CH2:11][CH2:12][C:13](=[CH:16][c:17]2[cH:18][cH:19][c:20]([C:21](=[O:22])[NH:42][CH2:43][CH2:44][O:45][c:46]3[cH:47][c:48]([C:49]#[N:50])[cH:51][cH:52][cH:53]3)[cH:25][cH:26]2)[CH2:14][CH2:15]1.